This data is from the Open Reaction Database (ORD), a public repository of structured organic reaction records. The task is: describe an organic reaction: reactants, conditions, products, and yield Reactants: mercuric oxide, ClC1=C(COC=2C(=NC=CC2)NC(=S)NC2=CC=C(C=C2)[N+](=O)[O-])C(=CC=C1)F (N-[3-(2-chloro-6 fluorobenzyloxy)pyrid-2-yl]-N'-(4-nitrophenyl)thiourea), N (ammonia). Procedure: A mixture of yellow mercuric oxide (1.26g, 0.006 mol), N-[3-(2-chloro-6 fluorobenzyloxy)pyrid-2-yl]-N'-(4-nitrophenyl)thiourea (2.08g, 0.005 mol) and methanolic ammonia solution (40 ml) was stirred for 24 hours at room temperature, then heated under reflux for 30 min. The solvent was removed in vacuo and the black residue was boiled with chloroform and filtered hot. Evaporation of the solvent and recrystallisation from ethanol gave the desired product. Yield 1.16 g (58%), m.p 180°-182 ° C. Run at time 24 hour. Reaction SMILES: [Cl:1][C:2]1[CH:28]=[CH:27][CH:26]=[C:25]([F:29])[C:3]=1[CH2:4][O:5][C:6]1[C:7]([NH:12][C:13]([NH:15][C:16]2[CH:21]=[CH:20][C:19]([N+:22]([O-:24])=[O:23])=[CH:18][CH:17]=2)=S)=[N:8][CH:9]=[CH:10][CH:11]=1.[NH3:30]>>[Cl:1][C:2]1[CH:28]=[CH:27][CH:26]=[C:25]([F:29])[C:3]=1[CH2:4][O:5][C:6]1[C:7]([NH:12][C:13]([NH:15][C:16]2[CH:21]=[CH:20][C:19]([N+:22]([O-:24])=[O:23])=[CH:18][CH:17]=2)=[NH:30])=[N:8][CH:9]=[CH:10][CH:11]=1. The product is ClC1=C(COC=2C(=NC=CC2)NC(=N)NC2=CC=C(C=C2)[N+](=O)[O-])C(=CC=C1)F (N-[3-(2-Chloro-6 fluorobenzyloxy)pyrid-2-yl]-N'-(4-nitrophenyl)guanidine). The reactants are OCC=1C=C2C=CC(=CC2=CC1)C(C(=O)O)C (6-hydroxymethyl-2-naphthyl-α-methylacetic acid). Reagents/catalysts: [O-2].[O-2].[Mn+4] (manganese dioxide). Run in C(Cl)(Cl)Cl (chloroform). Product: C(=O)C=1C=C2C=CC(=CC2=CC1)C(C(=O)O)C (6-formyl-2-naphthyl-α-methylacetic acid). As a reaction SMILES: [OH:1][CH2:2][C:3]1[CH:4]=[C:5]2[C:10](=[CH:11][CH:12]=1)[CH:9]=[C:8]([CH:13]([CH3:17])[C:14]([OH:16])=[O:15])[CH:7]=[CH:6]2>[O-2].[O-2].[Mn+4].C(Cl)(Cl)Cl>[CH:2]([C:3]1[CH:4]=[C:5]2[C:10](=[CH:11][CH:12]=1)[CH:9]=[C:8]([CH:13]([CH3:17])[C:14]([OH:16])=[O:15])[CH:7]=[CH:6]2)=[O:1] |f:1.2.3|. Procedure: A mixture of 23 g. of 6-hydroxymethyl-2-naphthyl-α-methylacetic acid, 230 g. of manganese dioxide, and 2 l. of chloroform are stirred for 12 hours; the mixture is filtered and evaporated to give 6-formyl-2-naphthyl-α-methylacetic acid. Starting materials: BrC=1N=C(N(C1C=O)CC1=CC2=C(OCO2)C=C1Cl)C1=CC=CC=C1 (4-bromo 1-((6-chloro-1,3-benzodioxol-5-yl) methyl)-2-phenyl-1H-imidazole-5-carboxaldehyde), [H-].[Na+] (sodium hydride), COC1=CC=C(C=C1)S (4-methoxy thiophenol). The product is ClC=1C(=CC2=C(OCO2)C1)CN1C(=NC(=C1C=O)SC1=CC=C(C=C1)OC)C1=CC=CC=C1 (1-((6-chloro-1,3-benzodioxol-5-yl)methyl)-4-((4-methoxyphenyl)thio)-2-phenyl-1H-imidazole-5-carboxaldehyde). Reaction SMILES: Br[C:2]1[N:3]=[C:4]([C:20]2[CH:25]=[CH:24][CH:23]=[CH:22][CH:21]=2)[N:5]([CH2:9][C:10]2[C:18]([Cl:19])=[CH:17][C:13]3[O:14][CH2:15][O:16][C:12]=3[CH:11]=2)[C:6]=1[CH:7]=[O:8].[H-].[Na+].[CH3:28][O:29][C:30]1[CH:35]=[CH:34][C:33]([SH:36])=[CH:32][CH:31]=1>>[Cl:19][C:18]1[C:10]([CH2:9][N:5]2[C:6]([CH:7]=[O:8])=[C:2]([S:36][C:33]3[CH:34]=[CH:35][C:30]([O:29][CH3:28])=[CH:31][CH:32]=3)[N:3]=[C:4]2[C:20]2[CH:25]=[CH:24][CH:23]=[CH:22][CH:21]=2)=[CH:11][C:12]2[O:16][CH2:15][O:14][C:13]=2[CH:17]=1 |f:1.2|. Procedure: The operation is carried out as in Example 2 starting with 4 g of the product of Example 6 using 640 mg of sodium hydride at 50% in oil and 1.64 ml of 4-methoxy thiophenol and in this way 4.05 g of expected product is obtained. (M.p.=116° C.). Reactants: C(C1=CC=CC=C1)O (benzyl alcohol), S(=O)(Cl)Cl (thionyl chloride), [C-]#N.[K+] (potassium cyanide). Run in ClCCl (dichloromethane). Conditions: temperature 52.5 celsius. Product: C(C1=CC=CC=C1)C#N (benzyl cyanide). Isolated yield 195.4%. RXN SMILES: [CH2:1](O)[C:2]1[CH:7]=[CH:6][CH:5]=[CH:4][CH:3]=1.S(Cl)(Cl)=O.[C-:13]#[N:14].[K+]>ClCCl>[CH2:1]([C:13]#[N:14])[C:2]1[CH:7]=[CH:6][CH:5]=[CH:4][CH:3]=1 |f:2.3|. Procedure: To a solution of 40.00 g(180 mmoles) of benzyl alcohol in 530 ml of dichloromethane was added within 5 min 32.7 ml (450 mmoles) of thionyl chloride. The solution was evaporated in vacuo to dryness, which was repeated after toluene addition: 46.30 g (106.9%) of crude benzyl chloride, which was dissolved in 230 ml of dimethylformamide and treated with 23.50 g (360 mmoles) of potassium cyanide. The mixture was heated for 4 hours to 50-55° C. The salt was filtered off and the filtrate evaporated in ... Reactants: C1CCC2=CC(=CC=C12)C(C)=O (1-(2,3-dihydro-1H-inden-5-yl)-ethanone), N1(CCCC1)C1=CC=C(C=O)C=C1 (p-pyrrolidinylbenzaldehyde), [OH-].[Na+] (sodium hydroxide). Solvent: CO (methanol), methanol-toluene. Yields the product N1(CCCC1)C1=CC=C(C=C1)C=CC(=O)C=1C=C2CCCC2=CC1 (3-[4-(1-Pyrrolidinyl)phenyl]-1-(2,3-dihydro-1H-inden-5-yl)-2-propen-1-one). RXN SMILES: [CH2:1]1[C:9]2[C:4](=[CH:5][C:6]([C:10](=[O:12])[CH3:11])=[CH:7][CH:8]=2)[CH2:3][CH2:2]1.[N:13]1([C:18]2[CH:25]=[CH:24][C:21]([CH:22]=O)=[CH:20][CH:19]=2)[CH2:17][CH2:16][CH2:15][CH2:14]1.[OH-].[Na+]>CO>[N:13]1([C:18]2[CH:25]=[CH:24][C:21]([CH:22]=[CH:11][C:10]([C:6]3[CH:5]=[C:4]4[C:9](=[CH:8][CH:7]=3)[CH2:1][CH2:2][CH2:3]4)=[O:12])=[CH:20][CH:19]=2)[CH2:14][CH2:15][CH2:16][CH2:17]1 |f:2.3|. Reported procedure: A solution of 1.47 g (9.14 mmoles) of 5, 1.60 g (9.14 mmoles) of p-pyrrolidinylbenzaldehyde and two pellets of sodium hydroxide (about 0.4 g) in 20 ml of methanol was stirred under nitrogen at room temperature for 112 hr. The reaction mixture was cooled in an ice bath and the precipitated solid 3-[4-(1-pyrrolidinyl)phenyl]-1-(2,3-dihydro-1H-inden-5-yl)-2-propen-1-one was filtered and washed with cold methanol. Yield: 1.2 g (41%); m.p. 162° to 164°. Evaporation of the filtrate gave a residue whic... The reactants are COC(=O)N[C@]12C=CC=C[C@@H]2CN(C1)C(=O)OC (methyl (1S,6R)-1-methoxycarbonylamino-8-azabicyclo[4.3.0]nona-2,4-diene-8-carboxylate), Ba(OH)2, CO (methanol). Run in O (water), O (H2O). The product is C1NC[C@@]2(C=CC=C[C@H]12)N ((3aS,7aR)-1,2,3,7a-Tetrahydro-isoindol-3a-ylamine). RXN SMILES: COC([NH:5][C@:6]12[CH2:14][N:13](C(OC)=O)[CH2:12][C@H:11]1[CH:10]=[CH:9][CH:8]=[CH:7]2)=O.CO>O>[CH2:12]1[C@@H:11]2[C@@:6]([NH2:5])([CH:7]=[CH:8][CH:9]=[CH:10]2)[CH2:14][NH:13]1. Reported procedure: Analogously to Step F, 11 g of crude methyl (1S,6R)-1-methoxycarbonylamino-8-azabicyclo[4.3.0]nona-2,4-diene-8-carboxylate are hydrolysed in 150 ml of water using 42 g of Ba(OH)2.8 H2O and worked up accordingly. Yield: 3 g (44.6% of theory based on Step G), boiling point: 70° C./0.1 mbar, [α]D =+235.9° (c=1,14, methanol). Starting materials: [Br-], [Br-], [Br-], CCCC[N+](CCCC)(CCCC)CCCC, CCCC[N+](CCCC)(CCCC)CCCC, CCCC[N+](CCCC)(CCCC)CCCC, Cc1ccc(C)c(O)c1, ClC(Cl)Cl, O. The product is Cc1cc(Br)c(C)cc1O. As a reaction SMILES: [Br-:10].[Br-:11].[Br-:12].[CH2:13]([N+:14]([CH2:15][CH2:16][CH2:17][CH3:18])([CH2:19][CH2:20][CH2:21][CH3:22])[CH2:23][CH2:24][CH2:25][CH3:26])[CH2:27][CH2:28][CH3:29].[CH2:30]([N+:31]([CH2:32][CH2:33][CH2:34][CH3:35])([CH2:36][CH2:37][CH2:38][CH3:39])[CH2:40][CH2:41][CH2:42][CH3:43])[CH2:44][CH2:45][CH3:46].[CH2:47]([N+:48]([CH2:49][CH2:50][CH2:51][CH3:52])([CH2:53][CH2:54][CH2:55][CH3:56])[CH2:57][CH2:58][CH2:59][CH3:60])[CH2:61][CH2:62][CH3:63].[CH3:1][c:2]1[c:3]([OH:9])[cH:4][c:5]([CH3:8])[cH:6][cH:7]1.[Cl:65][CH:66]([Cl:67])[Cl:68].[OH2:64]>>[CH3:1][c:2]1[c:3]([OH:9])[cH:4][c:5]([CH3:8])[c:6]([Br:10])[cH:7]1. The reactants are COCCC=1N(C2=C(C=NC=3C=C(C=CC23)O)N1)CCC (2-(2-methoxyethyl)-1-propyl-1H-imidazo[4,5-c]quinolin-7-ol), C(C1=CC=CC=C1)OC1=CC=C(N)C=C1 (4-benzyloxyaniline), C(C)OCC(=O)Cl (ethoxyacetyl chloride), C(C1=CC=CC=C1)OC=1C=C(N)C=CC1 (3-benzyloxyaniline), COCCC(=O)Cl (3-methoxypropanoyl chloride), N(=NC(=O)OC(C)C)C(=O)OC(C)C (diisopropyl azodicarboxylate), COCCC=1N(C2=C(C=NC=3C=C(C=CC23)O)N1)CCC (2-(2-methoxyethyl)-1-propyl-1H-imidazo[4,5-c]quinolin-7-ol), C1(=CC=CC=C1)P(C1=CC=CC=C1)C1=CC=CC=C1 (triphenylphosphine), OC1CCN(CC1)C(=O)OC(C)(C)C (t-butyl 4-hydroxypiperidine-1-carboxylate). The solvent is O1CCCC1 (tetrahydrofuran), O1CCCC1 (tetrahydrofuran). Conditions: time 2 day. Yields the product COCCC=1N(C2=C(C=NC=3C=C(C=CC23)OC2CCN(CC2)C(=O)OC(C)(C)C)N1)CCC (tert-butyl 4-{[2-(2-methoxyethyl)-1-propyl-1H-imidazo[4,5-c]quinolin-7-yl]oxy}piperidine-1-carboxylate). As a reaction SMILES: [CH3:1][O:2][CH2:3][CH2:4][C:5]1[N:6]([CH2:19][CH2:20][CH3:21])[C:7]2[C:16]3[CH:15]=[CH:14][C:13]([OH:17])=[CH:12][C:11]=3[N:10]=[CH:9][C:8]=2[N:18]=1.C(OC1C=C(C=CC=1)N)C1C=CC=CC=1.COCCC(Cl)=O.C(OC1C=CC(N)=CC=1)C1C=CC=CC=1.C(OCC(Cl)=O)C.N(C(OC(C)C)=O)=NC(OC(C)C)=O.C1(P(C2C=CC=CC=2)C2C=CC=CC=2)C=CC=CC=1.O[CH:100]1[CH2:105][CH2:104][N:103]([C:106]([O:108][C:109]([CH3:112])([CH3:111])[CH3:110])=[O:107])[CH2:102][CH2:101]1>O1CCCC1>[CH3:1][O:2][CH2:3][CH2:4][C:5]1[N:6]([CH2:19][CH2:20][CH3:21])[C:7]2[C:16]3[CH:15]=[CH:14][C:13]([O:17][CH:100]4[CH2:105][CH2:104][N:103]([C:106]([O:108][C:109]([CH3:112])([CH3:111])[CH3:110])=[O:107])[CH2:102][CH2:101]4)=[CH:12][C:11]=3[N:10]=[CH:9][C:8]=2[N:18]=1. Procedure: A modification on the methods described in Parts A-H of Example 2 were used to prepare 2-(2-methoxyethyl)-1-propyl-1H-imidazo[4,5-c]quinolin-7-ol, with 3-benzyloxyaniline and 3-methoxypropanoyl chloride used in lieu of 4-benzyloxyaniline and ethoxyacetyl chloride, respectively. A solution of diisopropyl azodicarboxylate (6.28 mL, 31.9 mmol) in tetrahydrofuran (25.5 mL) was added dropwise to a mixture of 2-(2-methoxyethyl)-1-propyl-1H-imidazo[4,5-c]quinolin-7-ol (7.28 g, 25.5 mmol), triphenylphos... Starting materials: COc1ccccc1Nc1ccc(C(=O)c2cc([N+](=O)[O-])ccc2C)c(Cl)c1, Cc1ccc(N)cc1C(=O)c1ccc(Nc2ccc(C(F)(F)F)cc2)cc1Cl. Product: COc1ccccc1Nc1ccc(C(=O)c2cc(N)ccc2C)c(Cl)c1. As a reaction SMILES: [Cl:29][c:30]1[c:31]([C:45](=[O:46])[c:47]2[c:48]([CH3:56])[cH:49][cH:50][c:51]([N+:53]([O-:54])=[O:55])[cH:52]2)[cH:32][cH:33][c:34]([NH:36][c:37]2[c:38]([O:43][CH3:44])[cH:39][cH:40][cH:41][cH:42]2)[cH:35]1.[NH2:1][c:2]1[cH:3][cH:4][c:5]([CH3:6])[c:7]([C:8]([c:9]2[cH:10][cH:11][c:12]([NH:13][c:14]3[cH:15][cH:16][c:17]([C:18]([F:19])([F:20])[F:21])[cH:22][cH:23]3)[cH:24][c:25]2[Cl:26])=[O:27])[cH:28]1>>[Cl:29][c:30]1[c:31]([C:45](=[O:46])[c:47]2[c:48]([CH3:56])[cH:49][cH:50][c:51]([NH2:53])[cH:52]2)[cH:32][cH:33][c:34]([NH:36][c:37]2[c:38]([O:43][CH3:44])[cH:39][cH:40][cH:41][cH:42]2)[cH:35]1. The reactants are C(C)C(COC1=CC=C(C=O)C=C1)CCCC (4-[(2-ethylhexyl)oxy]benzaldehyde), [OH-].[Na+] (sodium hydroxide), C1(=CC=CC=C1)CC#N (phenylacetonitrile), CO (methanol). The solvent is O (water). Product: C(C)C(COC1=CC=C(C=C1)C=C(C#N)C1=CC=CC=C1)CCCC (α-[[4-(2-ethylhexyloxy)phenyl]methylene]benzeneacetonitrile). Reaction SMILES: [CH2:1]([CH:3]([CH2:14][CH2:15][CH2:16][CH3:17])[CH2:4][O:5][C:6]1[CH:13]=[CH:12][C:9]([CH:10]=O)=[CH:8][CH:7]=1)[CH3:2].[C:18]1([CH2:24][C:25]#[N:26])[CH:23]=[CH:22][CH:21]=[CH:20][CH:19]=1.CO.[OH-].[Na+]>O>[CH2:1]([CH:3]([CH2:14][CH2:15][CH2:16][CH3:17])[CH2:4][O:5][C:6]1[CH:13]=[CH:12][C:9]([CH:10]=[C:24]([C:18]2[CH:23]=[CH:22][CH:21]=[CH:20][CH:19]=2)[C:25]#[N:26])=[CH:8][CH:7]=1)[CH3:2] |f:3.4|. Reported procedure: 70.2 Grams of 4-[(2-ethylhexyl)oxy]benzaldehyde (prepared as described in the preceding paragraph) and 38.6 g of phenylacetonitrile were added to 800 ml of methanol and stirred cold (10°-15° C.). To this was added (dropwise) 125 ml of aqueous sodium hydroxide (50 percent) with continued stirring at 10°-15° C. for an additional two hours. The mixture was then stirred overnight at room temperature and then poured into cold water and extracted with ethyl acetate. The extract was dried and evaporate...